Dataset: the Open Reaction Database (ORD), a public repository of structured organic reaction records. Task: describe an organic reaction: reactants, conditions, products, and yield The reactants are ClC=1C=CC(=C(C(=O)C2=CC=CC=C2)C1)N1C(=NN=C1)CNC(CNC(=O)OCC1=CC=CC=C1)=O (5-chloro-2-[3-(N-carbobenzoxyglycyl)aminomethyl- 4H-1,2,4-triazol-4-yl]-benzophenone), CCOCC (ether), resultant mixture. Run in C1(=CC=CC=C1)OC (anisole), Br.C(C)(=O)O (hydrogen bromide acetic acid). Product: ClC=1C=CC(=C(C(=O)C2=CC=CC=C2)C1)N1C(=NN=C1)CNC(CN)=O (5-chloro-2-(3-glycylaminomethyl-4H-1,2,4-triazol-4-yl)-benzophenone). Yield: 25.3%. RXN SMILES: [Cl:1][C:2]1[CH:3]=[CH:4][C:5]([N:16]2[CH:20]=[N:19][N:18]=[C:17]2[CH2:21][NH:22][C:23](=[O:36])[CH2:24][NH:25]C(OCC2C=CC=CC=2)=O)=[C:6]([CH:15]=1)[C:7]([C:9]1[CH:14]=[CH:13][CH:12]=[CH:11][CH:10]=1)=[O:8].CCOCC>C1(OC)C=CC=CC=1.Br.C(O)(=O)C>[Cl:1][C:2]1[CH:3]=[CH:4][C:5]([N:16]2[CH:20]=[N:19][N:18]=[C:17]2[CH2:21][NH:22][C:23](=[O:36])[CH2:24][NH2:25])=[C:6]([CH:15]=1)[C:7]([C:9]1[CH:10]=[CH:11][CH:12]=[CH:13][CH:14]=1)=[O:8] |f:3.4|. Procedure: To a solution of 5-chloro-2-[3-(N-carbobenzoxyglycyl)aminomethyl- 4H-1,2,4-triazol-4-yl]-benzophenone (2.1 g) in anisole (4 ml), 30% hydrogen bromide-acetic acid is added. The resultant mixture is stirred for 1 hour and mixed with ether. The precipitate is filtered, washed with ether and dissolved in methylene chloride (20 ml). The methylene chloride layer is washed with saturated aqueous sodium bicarbonate, water and saturated aqueous saline solution in order, dried over sodium sulfate and evap... The reactants are CCN1CCN(c2ccc(Nc3cc(NC)ncn3)cc2)CC1, Cc1ccccc1, O=C(Cl)Cl, COc1cc(N=C=O)c(Cl)c(C(F)(F)F)c1Cl, COc1cc(N)c(Cl)c(C(F)(F)F)c1Cl, ClCCl, [Na+], O=C([O-])O, C1COCCO1. The product is CCN1CCN(c2ccc(Nc3cc(N(C)C(=O)Nc4cc(OC)c(Cl)c(C(F)(F)F)c4Cl)ncn3)cc2)CC1. As a reaction SMILES: [CH2:37]([CH3:38])[N:39]1[CH2:40][CH2:41][N:42]([c:45]2[cH:46][cH:47][c:48]([NH:51][c:52]3[n:53][cH:54][n:55][c:56]([NH:58][CH3:59])[cH:57]3)[cH:49][cH:50]2)[CH2:43][CH2:44]1.[CH3:71][c:72]1[cH:73][cH:74][cH:75][cH:76][cH:77]1.[Cl:1][C:2](=[O:3])[Cl:4].[Cl:20][c:21]1[c:22]([N:34]=[C:35]=[O:36])[cH:23][c:24]([O:32][CH3:33])[c:25]([Cl:31])[c:26]1[C:27]([F:28])([F:29])[F:30].[Cl:5][c:6]1[c:7]([C:8]([F:9])([F:10])[F:11])[c:12]([Cl:13])[c:14]([O:15][CH3:16])[cH:17][c:18]1[NH2:19].[Cl:78][CH2:79][Cl:80].[Na+:64].[O-:60][C:61]([OH:62])=[O:63].[O:65]1[CH2:66][CH2:67][O:68][CH2:69][CH2:70]1>>[Cl:20][c:21]1[c:22]([NH:34][C:35](=[O:36])[N:58]([c:56]2[n:55][cH:54][n:53][c:52]([NH:51][c:48]3[cH:47][cH:46][c:45]([N:42]4[CH2:41][CH2:40][N:39]([CH2:37][CH3:38])[CH2:44][CH2:43]4)[cH:50][cH:49]3)[cH:57]2)[CH3:59])[cH:23][c:24]([O:32][CH3:33])[c:25]([Cl:31])[c:26]1[C:27]([F:28])([F:29])[F:30]. Starting materials: ClC1=C(C=O)C=CC(=C1)F (2-chloro-4-fluoro-benzaldehyde), C(C)(C)(C)OC(NCCN)=O (N-(2-aminoethyl)carbamic acid tert-butyl ester), [BH4-].[Na+] (NaBH4). Solvent: CO (MeOH). Conditions: time 4 hour. Product: C(C)(C)(C)OC(NCCNCC1=C(C=C(C=C1)F)Cl)=O ([2-(2-Chloro-4-fluoro-benzylamino)-ethyl]-carbamic acid tert-butyl ester). Reaction SMILES: [Cl:1][C:2]1[CH:9]=[C:8]([F:10])[CH:7]=[CH:6][C:3]=1[CH:4]=O.[C:11]([O:15][C:16](=[O:21])[NH:17][CH2:18][CH2:19][NH2:20])([CH3:14])([CH3:13])[CH3:12].[BH4-].[Na+]>CO>[C:11]([O:15][C:16](=[O:21])[NH:17][CH2:18][CH2:19][NH:20][CH2:4][C:3]1[CH:6]=[CH:7][C:8]([F:10])=[CH:9][C:2]=1[Cl:1])([CH3:14])([CH3:12])[CH3:13] |f:2.3|. Procedure: To a solution of 2-chloro-4-fluoro-benzaldehyde (742 mg, 4.68 mmol) in MeOH (16 mL), add N-(2-aminoethyl)carbamic acid tert-butyl ester (500 mg, 3.12 mmol) and stir at RT for 4 hours. Cool reaction to 0° C. and slowly add NaBH4 (1.42 g, 37.4 mmol). Allow reaction to slowly warm to RT and stir for 12 hours. Quench reaction with 1N NaOH (80 mL) and extract with CH2Cl2 (40 mL). Dry organic layer over Na2SO4 and concentrate to afford the title compound. Quantitative yield. MS (IS) 303.1 (M+1). Starting materials: O=C(CC(=O)OC)CC (3-oxopentanoic acid, methyl ester), N,N,N-trimethyl(phenyl) methanaminium dichloroiodanuide, C(Cl)Cl (methylene chloride). Conditions: time 2 hour. Yields the product ClC(C(CC(=O)OC)=O)C (methyl 4-chloro-3-oxopentanoate). RXN SMILES: [O:1]=[C:2]([CH2:8][CH3:9])[CH2:3][C:4]([O:6][CH3:7])=[O:5].C(Cl)[Cl:11]>>[Cl:11][CH:8]([CH3:9])[C:2](=[O:1])[CH2:3][C:4]([O:6][CH3:7])=[O:5]. Reported procedure: To a solution of 3-oxopentanoic acid, methyl ester (Aldrich, 26.0 mL, 207.2 mmol) in methylene chloride (300 mL) was added in portions, N,N,N-trimethyl(phenyl) methanaminium dichloroiodanuide (75.71 g, 217.5 mmol). The reaction mixture was stirred at room temperature (rt) for 2 h, then washed with saturated sodium thiosulfate, brine, dried over magnesium sulfate and concentrated. The crude product was used directly in next step (23 g, 67.4%). Conditions: temperature -10 celsius. As a reaction SMILES: [CH2:1]([O:3][C:4](=O)[CH2:5][CH2:6]Br)[CH3:2].[S:9]1[CH:13]=[CH:12][CH:11]=[C:10]1[CH2:14][C:15]#[N:16].[CH3:17][C:18]([OH:20])=O.[OH2:21].[C:22]1(C)C=CC=CC=1>>[C:15]([C:14]1([C:10]2[S:9][CH:13]=[CH:12][CH:11]=2)[CH2:6][CH:5]([C:4]([O:3][CH2:1][CH3:2])=[O:21])[C:18](=[O:20])[CH2:17][CH2:22]1)#[N:16] |f:2.3|. Procedure details: Ethyl-3-bromopropionate (33.8 g) was added to a solution of 2-(thiophen-2-yl)acetonitrile (10 g) in toluene (300 ml) and the mixture was cooled to −10° C. NaNH2 (27 g) was added in portions over a period of 1 hour (the temperature was maintained below 0° C.). The reaction mixture was heated to RT and refluxed for 1 hour (111° C.). Finally the mixture was cooled to 0°-5° C. and AcOH/water (50 ml/100 ml) was added. The toluene phase was separated and the aqueous phase was extracted with toluene (3... Reactants: CC(=O)O.O (AcOH water), C(C)OC(CCBr)=O (Ethyl-3-bromopropionate), S1C(=CC=C1)CC#N (2-(thiophen-2-yl)acetonitrile), C1(=CC=CC=C1)C (toluene), NaNH2. The product is C(#N)C1(CCC(C(C1)C(=O)OCC)=O)C=1SC=CC1 (Ethyl 5-cyano-2-oxo-5-(thiophen-2-yl)cyclohexane Carboxylate). Yields the product C(C)OC=1C=NC(=NC1)NC1=C(C=C(C=C1)C1CNCCO1)F ((RS)-(5-ethoxy-pyrimidin-2-yl)-(2-fluoro-4-morpholin-2-yl-phenyl)-amine). Isolated yield 109.5%. RXN SMILES: C(OC([N:8]1[CH2:13][CH2:12][O:11][CH:10]([C:14]2[CH:19]=[CH:18][C:17]([NH:20][C:21]3[N:26]=[CH:25][C:24]([O:27][CH2:28][CH3:29])=[CH:23][N:22]=3)=[C:16]([F:30])[CH:15]=2)[CH2:9]1)=O)(C)(C)C.FC(F)(F)C(O)=O.CCOC(C)=O>C(#N)C.O>[CH2:28]([O:27][C:24]1[CH:23]=[N:22][C:21]([NH:20][C:17]2[CH:18]=[CH:19][C:14]([CH:10]3[O:11][CH2:12][CH2:13][NH:8][CH2:9]3)=[CH:15][C:16]=2[F:30])=[N:26][CH:25]=1)[CH3:29]. The reactants are C(C)(C)(C)OC(=O)N1CC(OCC1)C1=CC(=C(C=C1)NC1=NC=C(C=N1)OCC)F ((RS)-2-[4-(5-ethoxy-pyrimidin-2-ylamino)-3-fluoro-phenyl]-morpholine-4-carboxylic acid tert-butyl ester), FC(C(=O)O)(F)F (trifluoroacetic acid), CCOC(=O)C (EtOAc). Reported procedure: To a stirred solution of (RS)-2-[4-(5-ethoxy-pyrimidin-2-ylamino)-3-fluoro-phenyl]-morpholine-4-carboxylic acid tert-butyl ester (12 mg) in acetonitrile (1.5 ml) and water (3 ml) was added trifluoroacetic acid (22.0 μl). The reaction mixture was then capped and the mixture was shaken at 80° C. for 3.5 h. The reaction mixture was then cooled to room temperature and poured into EtOAc and washed with 1 M aq. NaOH. The organic layer was dried over Na2SO4 and concentrated in vacuo. The crude material... Conditions: temperature 80 celsius, time 3.5 hour. Run in C(C)#N (acetonitrile), O (water). Reactants: O=C([O-])O, CCO, CC(C)C(NC(=O)Cn1c(-c2ccccc2)ccc(NC(=O)c2ccc([N+](=O)[O-])cc2)c1=O)C(=O)C(F)(F)F, [Na+], O, O, O, Cl[Sn]Cl. Product: CC(C)C(NC(=O)Cn1c(-c2ccccc2)ccc(NC(=O)c2ccc(N)cc2)c1=O)C(=O)C(F)(F)F. RXN SMILES: [C:46](=[O:47])([OH:48])[O-:49].[CH3:51][CH2:52][OH:53].[N+:1]([O-:2])(=[O:3])[c:4]1[cH:5][cH:6][c:7]([C:8](=[O:9])[NH:10][c:11]2[c:12](=[O:37])[n:13]([CH2:23][C:24](=[O:25])[NH:26][CH:27]([C:28]([C:29]([F:30])([F:31])[F:32])=[O:33])[CH:34]([CH3:35])[CH3:36])[c:14](-[c:17]3[cH:18][cH:19][cH:20][cH:21][cH:22]3)[cH:15][cH:16]2)[cH:38][cH:39]1.[Na+:50].[OH2:40].[OH2:41].[OH2:45].[Sn:42]([Cl:43])[Cl:44]>>[NH2:1][c:4]1[cH:5][cH:6][c:7]([C:8](=[O:9])[NH:10][c:11]2[c:12](=[O:37])[n:13]([CH2:23][C:24](=[O:25])[NH:26][CH:27]([C:28]([C:29]([F:30])([F:31])[F:32])=[O:33])[CH:34]([CH3:35])[CH3:36])[c:14](-[c:17]3[cH:18][cH:19][cH:20][cH:21][cH:22]3)[cH:15][cH:16]2)[cH:38][cH:39]1. Starting materials: BrCC=1C=C(C(=O)OC)C=CC1 (methyl 3-(bromomethyl)benzoate), C(C)(C)N (isopropylamine). The solvent is CN(C)C=O (DMF). Conditions: time 8 hour. The product is C(C)(C)NCC=1C=C(C(=O)OC)C=CC1 (methyl 3-[(isopropylamino)methyl]benzoate). Isolated yield 66.3%. As a reaction SMILES: Br[CH2:2][C:3]1[CH:4]=[C:5]([CH:10]=[CH:11][CH:12]=1)[C:6]([O:8][CH3:9])=[O:7].[CH:13]([NH2:16])([CH3:15])[CH3:14]>CN(C=O)C>[CH:13]([NH:16][CH2:2][C:3]1[CH:4]=[C:5]([CH:10]=[CH:11][CH:12]=1)[C:6]([O:8][CH3:9])=[O:7])([CH3:15])[CH3:14]. Procedure: A mixture of 2.00 g of methyl 3-(bromomethyl)benzoate, 1.55 g of isopropylamine, and 10 mL of DMF was stirred at room temperature overnight. The reaction mixture was concentrated under reduced pressure and the obtained residue was purified by silica gel column chromatography (chloroform-methanol) to obtain 1.20 g of methyl 3-[(isopropylamino)methyl]benzoate as a colorless solid. Reactants: CC(C)CN(C)c1cc(NC(=O)OC(C)(C)C)c(NC(=O)CC(=O)c2cccc(-n3cccn3)c2)cc1C(F)(F)F, ClCCl, O=C(O)C(F)(F)F. Product: CC(C)CN(C)c1cc2c(cc1C(F)(F)F)NC(=O)CC(c1cccc(-n3cccn3)c1)=N2. As a reaction SMILES: [C:1]([O:2][C:3](=[O:4])[NH:7][c:8]1[c:9]([NH:24][C:25]([CH2:26][C:27](=[O:5])[c:28]2[cH:29][c:30](-[n:34]3[n:35][cH:36][cH:37][cH:38]3)[cH:31][cH:32][cH:33]2)=[O:40])[cH:10][c:11]([C:20]([F:21])([F:22])[F:23])[c:12]([N:14]([CH3:15])[CH2:16][CH:17]([CH3:18])[CH3:19])[cH:13]1)([CH3:6])([CH3:39])[CH3:41].[Cl:49][CH2:50][Cl:51].[F:42][C:43]([F:44])([F:45])[C:46]([OH:47])=[O:48]>>[N:7]1=[C:27]([c:28]2[cH:29][c:30](-[n:34]3[n:35][cH:36][cH:37][cH:38]3)[cH:31][cH:32][cH:33]2)[CH2:26][C:25](=[O:40])[NH:24][c:9]2[c:8]1[cH:13][c:12]([N:14]([CH3:15])[CH2:16][CH:17]([CH3:18])[CH3:19])[c:11]([C:20]([F:21])([F:22])[F:23])[cH:10]2. Reactants: CCC(C)(C)c1cccc(N)c1Br, O=CO, O. Product: CCC(C)(C)c1cccc(NC=O)c1Br. RXN SMILES: [Br:1][c:2]1[c:3]([NH2:13])[cH:4][cH:5][cH:6][c:7]1[C:8]([CH2:9][CH3:10])([CH3:11])[CH3:12].[CH:14](=[O:15])[OH:16].[OH2:17]>>[Br:1][c:2]1[c:3]([NH:13][CH:14]=[O:15])[cH:4][cH:5][cH:6][c:7]1[C:8]([CH2:9][CH3:10])([CH3:11])[CH3:12].